This data is from the Open Reaction Database (ORD), a public repository of structured organic reaction records. The task is: describe an organic reaction: reactants, conditions, products, and yield The reactants are C(C)(C)(C)OC(=O)N1[C@H](C[C@H](C1)O)C(=O)O ((2R,4R)-1-(tert-butoxycarbonyl)-4-hydroxypyrrolidine-2-carboxylic acid), FC=1C=C(C[C@@H]2NC(O[C@@H]2[C@@H]2N(C[C@@H](C2)OCC=C)C(C2=CC=CC=C2)C2=CC=CC=C2)=O)C=C(C1)F ((4S,5S)-4-(3,5-difluorobenzyl)-5-((2R,4R)-4-(allyloxy)-1-benzhydrylpyrrolidin-2-yl)oxazolidin-2-one), FC=1C=C(C[C@@H]2NC(O[C@@H]2[C@@H]2NC[C@@H](C2)OCC=C)=O)C=C(C1)F ((4S,5R)-4-(3,5-difluorobenzyl)-5-((2R,4R)-4-(allyloxy)pyrrolidin-2-yl)oxazolidin-2-one), [Br-] (bromide), C([O-])([O-])=O.[K+].[K+] (potassium carbonate). Run in C(C)#N (acetonitrile). The product is FC=1C=C(C[C@@H]2NC(O[C@@H]2[C@@H]2N(C[C@@H](C2)O)C(C2=CC=CC=C2)C2=CC=CC=C2)=O)C=C(C1)F ((4S,5S)-4-(3,5-difluorobenzyl)-5-((2R,4R)-1-benzhydryl-4-hydroxypyrrolidin-2-yl)oxazolidin-2-one). The yield is 87.0%. RXN SMILES: C(OC(N1C[C@H](O)C[C@@H]1C(O)=O)=O)(C)(C)C.[F:17][C:18]1[CH:19]=[C:20]([CH:50]=[C:51]([F:53])[CH:52]=1)[CH2:21][C@H:22]1[C@@H:26]([C@H:27]2[CH2:31][C@@H:30]([O:32]CC=C)[CH2:29][N:28]2[CH:36]([C:43]2[CH:48]=[CH:47][CH:46]=[CH:45][CH:44]=2)[C:37]2[CH:42]=[CH:41][CH:40]=[CH:39][CH:38]=2)[O:25][C:24](=[O:49])[NH:23]1.FC1C=C(C=C(F)C=1)C[C@H]1[C@@H]([C@H]2C[C@@H](OCC=C)CN2)OC(=O)N1.[Br-].C(=O)([O-])[O-].[K+].[K+]>C(#N)C>[F:53][C:51]1[CH:50]=[C:20]([CH:19]=[C:18]([F:17])[CH:52]=1)[CH2:21][C@H:22]1[C@@H:26]([C@H:27]2[CH2:31][C@@H:30]([OH:32])[CH2:29][N:28]2[CH:36]([C:37]2[CH:38]=[CH:39][CH:40]=[CH:41][CH:42]=2)[C:43]2[CH:48]=[CH:47][CH:46]=[CH:45][CH:44]=2)[O:25][C:24](=[O:49])[NH:23]1 |f:4.5.6|. Reported procedure: Step J (1): (4S,5S)-4-(3,5-difluorobenzyl)-5-((2R,4R)-4-(allyloxy)-1-benzhydrylpyrrolidin-2-yl)oxazolidin-2-one. A mixture of (4S,5R)-4-(3,5-difluorobenzyl)-5-((2R,4R)-4-(allyloxy)pyrrolidin-2-yl)oxazolidin-2-one (Step C (8), 2.03 g, 6.0 mmol), benzylhydryl bromide (2.22 g, 9.0 mmol), and potassium carbonate (1.24 g, 9.0 mmol) in acetonitrile (40 mL) was stirred at reflux for 35 min. After cooling to rt, the mixture was filtered and concentrated in vacuo. The crude mixture was purified by Flash ...